This data is from the Open Reaction Database (ORD), a public repository of structured organic reaction records. The task is: describe an organic reaction: reactants, conditions, products, and yield Starting materials: CCC=CC(=O)N1C(=O)OCC1c1ccccc1, CSC, [Cl-], [Cu]Br, C1CCOC1, [Mg+]c1ccccc1. Yields the product CCC(CC(=O)N1C(=O)OCC1c1ccccc1)c1ccccc1. Reaction SMILES: [C:9]([CH:10]=[CH:11][CH2:12][CH3:13])(=[O:14])[N:15]1[C:16](=[O:26])[O:17][CH2:18][CH:19]1[c:20]1[cH:21][cH:22][cH:23][cH:24][cH:25]1.[CH3:32][S:33][CH3:34].[Cl-:1].[Cu:35][Br:36].[O:27]1[CH2:28][CH2:29][CH2:30][CH2:31]1.[c:2]1([Mg+:8])[cH:3][cH:4][cH:5][cH:6][cH:7]1>>[c:2]1([CH:11]([CH2:10][C:9](=[O:14])[N:15]2[C:16](=[O:26])[O:17][CH2:18][CH:19]2[c:20]2[cH:21][cH:22][cH:23][cH:24][cH:25]2)[CH2:12][CH3:13])[cH:3][cH:4][cH:5][cH:6][cH:7]1. The reactants are Cl, O=C(c1ccc(F)cc1)C1CCNC1, Nc1ccc(F)cc1. As a reaction SMILES: [ClH:9].[F:10][c:11]1[cH:12][cH:13][c:14]([C:15](=[O:16])[CH:17]2[CH2:18][NH:19][CH2:20][CH2:21]2)[cH:22][cH:23]1.[NH2:1][c:2]1[cH:3][cH:4][c:5]([F:6])[cH:7][cH:8]1>>[NH:1]([c:2]1[cH:3][cH:4][c:5]([F:6])[cH:7][cH:8]1)[CH:15]([c:14]1[cH:13][cH:12][c:11]([F:10])[cH:23][cH:22]1)[CH:17]1[CH2:18][NH:19][CH2:20][CH2:21]1. The product is Fc1ccc(NC(c2ccc(F)cc2)C2CCNC2)cc1. The yield is 82.8%. As a reaction SMILES: [CH3:1][O:2][C:3]1[C:12]([O:13][CH3:14])=[CH:11][CH:10]=[C:9]2[C:4]=1[CH2:5][CH:6]([C:16]1[CH:21]=[CH:20][CH:19]=[CH:18][CH:17]=1)[CH2:7][C:8]2=[O:15].C[Si]([N-][Si](C)(C)C)(C)C.[Li+].Br[CH2:33][C:34]([O:36][CH2:37][CH3:38])=[O:35]>C1COCC1>[C:34]([CH2:33][CH:7]1[CH:6]([C:16]2[CH:21]=[CH:20][CH:19]=[CH:18][CH:17]=2)[CH2:5][C:4]2[C:9](=[CH:10][CH:11]=[C:12]([O:13][CH3:14])[C:3]=2[O:2][CH3:1])[C:8]1=[O:15])([O:36][CH2:37][CH3:38])=[O:35] |f:1.2|. The reactants are resultant solution, BrCC(=O)OCC (ethyl bromoacetate), COC1=C2CC(CC(C2=CC=C1OC)=O)C1=CC=CC=C1 (5,6-dimethoxy-3-phenyl-1,2,3,4-tetrahydronaphthalen-1-one), product, C[Si](C)(C)[N-][Si](C)(C)C.[Li+] (lithium bis(trimethylsilyl)amide). Run in C1CCOC1 (THF). Procedure details: To a solution of 5,6-dimethoxy-3-phenyl-1,2,3,4-tetrahydronaphthalen-1-one (5 g, 17.7 mmol, 1.0 equivalents), the product of Example 1, in 150 mL of dry THF cooled to -78° C., was added 19.5 mL of lithium bis(trimethylsilyl)amide (1M solution in THF, 19.5 mmol, 1.1 equivalent). The resultant solution was stirred at -78° C. for 1 h and then ethyl bromoacetate (2.2 mL, 19.5 mmol, 1.1 equivalent) was added in one portion. The reaction solution was then allowed to warm to ambient temperature and was... Run at time 3 hour. The product is C(=O)(OCC)CC1C(C2=CC=C(C(=C2CC1C1=CC=CC=C1)OC)OC)=O (2-(Carboethoxy)methyl-5,6-dimethoxy-3-phenyl-1,2,3,4-tetrahydronaph-thalen-1-one).